From a dataset of the Open Reaction Database (ORD), a public repository of structured organic reaction records. describe an organic reaction: reactants, conditions, products, and yield The reactants are CN(C1=CC=CC=C1)C (N,N-dimethylaniline), C(C=C)OC1=C2C=C(C(NC2=C(C=C1)C)=O)C (5-allyloxy-3,8-dimethylcarbostyril). The solvent is CCCCCC (hexane). Conditions: temperature 200 celsius, time 40 minute. The product is C(C=C)C=1C(=C2C=C(C(NC2=C(C1)C)=O)C)O (6-Allyl-5-hydroxy-3,8-dimethylcarbostyril). The yield is 89.4%. As a reaction SMILES: CN(C)[C:3]1[CH:8]=CC=C[CH:4]=1.C([O:13][C:14]1[CH:23]=[CH:22][C:21]([CH3:24])=[C:20]2[C:15]=1[CH:16]=[C:17]([CH3:26])[C:18](=[O:25])[NH:19]2)C=C>CCCCCC>[CH2:8]([C:23]1[C:14]([OH:13])=[C:15]2[C:20](=[C:21]([CH3:24])[CH:22]=1)[NH:19][C:18](=[O:25])[C:17]([CH3:26])=[CH:16]2)[CH:3]=[CH2:4]. Reported procedure: N,N-dimethylaniline (10 ml) was added to 5-allyloxy-3,8-dimethylcarbostyril (4.32 g, 18.9 mmol), and stirred for 2 hours and 40 minutes in a bath of 200° C. in the atmosphere of argon. After cooling, hexane was added. Precipitated crystals were collected by filtration, and purified by silica gel chromatography (chloroform:methanol =10:1). The purified product was subjected to recrystallization (chloroform-n-hexane) to obtain 3.86 g of the title compound as colorless crystals (89.4%). The reactants are OC1COCC1 (3-hydroxytetrahydrofuran), OC1=CC=C(C=C1)C(C(=O)OC)=O (methyl 2-(4-hydroxyphenyl)-2-oxoacetate), C1(=CC=CC=C1)P(C1=CC=CC=C1)C1=CC=CC=C1 (triphenylphosphine), N(=NC(=O)OCC)C(=O)OCC (diethyl azodicarboxylate). Solvent: O1CCCC1 (tetrahydrofuran). Reaction conditions: time 2 hour. Yields the product O1CC(CC1)OC1=CC=C(C=C1)C(C(=O)OC)=O (methyl 2-[4-[(tetrahydro-3-furanyl)oxy]phenyl]-2-oxoacetate). Isolated yield 88.0%. As a reaction SMILES: [OH:1][CH:2]1[CH2:6][CH2:5][O:4][CH2:3]1.O[C:8]1[CH:13]=[CH:12][C:11]([C:14](=[O:19])[C:15]([O:17][CH3:18])=[O:16])=[CH:10][CH:9]=1.C1(P(C2C=CC=CC=2)C2C=CC=CC=2)C=CC=CC=1.N(C(OCC)=O)=NC(OCC)=O>O1CCCC1>[O:4]1[CH2:5][CH2:6][CH:2]([O:1][C:8]2[CH:9]=[CH:10][C:11]([C:14](=[O:19])[C:15]([O:17][CH3:18])=[O:16])=[CH:12][CH:13]=2)[CH2:3]1. Procedure details: In 30 ml of tetrahydrofuran were dissolved 3 g of 3-hydroxytetrahydrofuran, 6.5 g of methyl 2-(4-hydroxyphenyl)-2-oxoacetate and 9 g of triphenylphosphine. The thus prepared solution was mixed with 6.5 g of diethyl azodicarboxylate, and the mixture was stirred for 2 hours. After distilling off the solvent, the resulting residue was purified by subjecting it to silica gel column chromatography using dichloromethane as an eluant, thereby obtaining 7.5 g of methyl 2-[4-[(tetrahydro-3-furanyl)oxy]ph... The reactants are C(C)OC(C1=CC=C(C=C1)N1C=CC(C=C1)=O)=O (4-(4-oxo-4H-pyridin-1-yl)benzoic acid ethyl ester), [OH-].[K+] (potassium hydroxide), Cl (hydrochloric acid). Solvent: CO (methanol). Run at time 8 hour. Product: O=C1C=CN(C=C1)C1=CC=C(C(=O)O)C=C1 (4-(4-oxo-4H-pyridin-1-yl)benzoic acid). Yield: 102.7%. As a reaction SMILES: C([O:3][C:4](=[O:18])[C:5]1[CH:10]=[CH:9][C:8]([N:11]2[CH:16]=[CH:15][C:14](=[O:17])[CH:13]=[CH:12]2)=[CH:7][CH:6]=1)C.[OH-].[K+].Cl>CO>[O:17]=[C:14]1[CH:13]=[CH:12][N:11]([C:8]2[CH:9]=[CH:10][C:5]([C:4]([OH:18])=[O:3])=[CH:6][CH:7]=2)[CH:16]=[CH:15]1 |f:1.2|. Reported procedure: A mixture of 4-(4-oxo-4H-pyridin-1-yl)benzoic acid ethyl ester (10.0 gm, 41.1 mmol), potassium hydroxide (6.92 g, 123 mmol) and methanol (250 ml) was stirred overnight at room temperature. The mixture was acidified by dropwise addition of concentrated hydrochloric acid and the precipitate was collected by suction filtration to give the product as a white powder (9.08 g). The reactants are Cl.NO (hydroxylamine hydrochloride), C(=O)[O-].[Na+] (sodium formate), ClC1=CC=CC2=C1C(N1[C@H](C=3N2C=NC3C=O)CCC1)=O ((S)-8-chloro-11,12,13,13a-tetrahydro-9-oxo-9H-imidazo[1,5-a]pyrrolo[2,1-c][1,4]benzodiazepine-1-carboxaldehyde), O (water). Run in C(=O)O (formic acid). Product: ClC1=CC=CC2=C1C(N1[C@H](C=3N2C=NC3C#N)CCC1)=O ((S)-8-chloro-11,12,13,13a-tetrahydro-9-oxo-9H-imidazo[1,5-a]pyrrolo[2,1-c][1,4]benzodiazepine-1-carbonitrile). As a reaction SMILES: [Cl:1][C:2]1[C:7]2[C:8](=[O:21])[N:9]3[CH2:20][CH2:19][CH2:18][C@H:10]3[C:11]3[N:12]([CH:13]=[N:14][C:15]=3[CH:16]=O)[C:6]=2[CH:5]=[CH:4][CH:3]=1.Cl.[NH2:23]O.C([O-])=O.[Na+].O>C(O)=O>[Cl:1][C:2]1[C:7]2[C:8](=[O:21])[N:9]3[CH2:20][CH2:19][CH2:18][C@H:10]3[C:11]3[N:12]([CH:13]=[N:14][C:15]=3[C:16]#[N:23])[C:6]=2[CH:5]=[CH:4][CH:3]=1 |f:1.2,3.4|. Procedure: 35.7 g (118 mmol) of (S)-8-chloro-11,12,13,13a-tetrahydro-9-oxo-9H-imidazo[1,5-a]pyrrolo[2,1-c][1,4]benzodiazepine-1-carboxaldehyde are heated to boiling under reflux for 6 hours together with 9.52 g (137 mmol) of hydroxylamine hydrochloride and 14.6 g (214 mmol) of sodium formate in 178 ml of formic acid. The solution obtained is then poured into 2.5 l of water; the precipitated product is filtered off under suction and rinsed with water. After recrystallization from methylene chloride/ethyl ac...